Dataset: the Open Reaction Database (ORD), a public repository of structured organic reaction records. Task: describe an organic reaction: reactants, conditions, products, and yield The yield is 42.0%. Reactants: ClC=1C=CC2=C(N=C(C3=C(N2)C=CC=C3)SC)C1 (8-Chloro-11-methylsulfanyl-5H-dibenzo[b,e][1,4]diazepine), C(C)(C)(C)OC(=O)NN1C2CNC(C1)C2 (N-(tert-butoxycarbonylamino)-2,5-diazabicyclo[2.2.1]heptane). As a reaction SMILES: [Cl:1][C:2]1[CH:3]=[CH:4][C:5]2[NH:11][C:10]3[CH:12]=[CH:13][CH:14]=[CH:15][C:9]=3[C:8](SC)=[N:7][C:6]=2[CH:18]=1.C(OC(N[N:27]1[CH2:32][CH:31]2[CH2:33][CH:28]1[CH2:29][NH:30]2)=O)(C)(C)C>>[Cl:1][C:2]1[CH:3]=[CH:4][C:5]2[NH:11][C:10]3[CH:12]=[CH:13][CH:14]=[CH:15][C:9]=3[C:8]([N:27]3[CH2:32][CH:31]4[CH2:33][CH:28]3[CH2:29][NH:30]4)=[N:7][C:6]=2[CH:18]=1. Procedure: 8-Chloro-11-methylsulfanyl-5H-dibenzo[b,e][1,4]diazepine (166JO50) (50 mg, 0.11 mmol) and N-(tert-butoxycarbonylamino)-2,5-diazabicyclo[2.2.1]heptane (34 mg, 0.2 mmol) were reacted according to GP8 to give 15 mg of the title compound (166JO39-2). MS (ESI) 324 (MH+). Purity for MH+ (UV/MS) 93/100. Product: ClC=1C=CC2=C(N=C(C3=C(N2)C=CC=C3)N3C2CNC(C3)C2)C1 (8-Chloro-11-(2,5-diaza-bicyclo[2.2.1]hept-2-yl)-5H-dibenzo[b,e][1,4]diazepine). Reactants: BrC=1C=C(C=C(C1)F)NC(/C=N/O)=O ((E)-N-(3-bromo-5-fluorophenyl)-2-(hydroxyimino)acetamide), OS(=O)(=O)O (H2SO4), ice water. Reaction conditions: temperature 90 celsius, time 1 hour. Product: BrC1=CC(=C2C(C(NC2=C1)=O)=O)F (6-bromo-4-fluoroindoline-2,3-dione). As a reaction SMILES: [Br:1][C:2]1[CH:3]=[C:4]([NH:9][C:10](=[O:14])/[CH:11]=N/O)[CH:5]=[C:6]([F:8])[CH:7]=1.[OH:15]S(O)(=O)=O>>[Br:1][C:2]1[CH:3]=[C:4]2[C:5]([C:11](=[O:15])[C:10](=[O:14])[NH:9]2)=[C:6]([F:8])[CH:7]=1. Procedure: (E)-N-(3-bromo-5-fluorophenyl)-2-(hydroxyimino)acetamide (6.13 g, 23.6 mmol) was slowly added to a solution of conc. H2SO4 (30 mL) in an ice bath. The temperature of the reaction mixture was maintained below 50° C. After completion of the addition, the solution was heated to 90° C. for 1 h. After it was cooled to rt, the mixture was poured into ice-water and stirred vigorously for 1 h. The insoluble solid was filtered and washed with water, dried under vacuum to provide 7.4 g of crude product, w...